From a dataset of the Open Reaction Database (ORD), a public repository of structured organic reaction records. describe an organic reaction: reactants, conditions, products, and yield Reaction conditions: time 30 minute. Reactants: C(C)OCC (diethyl ether), NC1=C(C(=O)OC)C=C(N=C1C1=CC=C(C=C1)C(=O)N1CCOCC1)Br (Methyl 3-amino-6-bromo-2-(4-(morpholine-4-carbonyl)phenyl)isonicotinate), N(=O)[O-].[Na+] (sodium nitrite), [N-]=[N+]=[N-].[Na+] (sodium azide), ice. As a reaction SMILES: [NH2:1][C:2]1[C:11]([C:12]2[CH:17]=[CH:16][C:15]([C:18]([N:20]3[CH2:25][CH2:24][O:23][CH2:22][CH2:21]3)=[O:19])=[CH:14][CH:13]=2)=[N:10][C:9]([Br:26])=[CH:8][C:3]=1[C:4]([O:6][CH3:7])=[O:5].N([O-])=O.[Na+].[N-:31]=[N+:32]=[N-].[Na+].C(OCC)C>FC(F)(F)C(O)=O>[N:1]([C:2]1[C:11]([C:12]2[CH:13]=[CH:14][C:15]([C:18]([N:20]3[CH2:21][CH2:22][O:23][CH2:24][CH2:25]3)=[O:19])=[CH:16][CH:17]=2)=[N:10][C:9]([Br:26])=[CH:8][C:3]=1[C:4]([O:6][CH3:7])=[O:5])=[N+:31]=[N-:32] |f:1.2,3.4|. Procedure: Methyl 3-amino-6-bromo-2-(4-(morpholine-4-carbonyl)phenyl)isonicotinate (2.00 gm, 4.76 mmol) was dissolved in trifluoroacetic acid (26 mL) and the yellow solution was cooled in an ice-bath. Powdered sodium nitrite (0.657 gm, 9.52 mmol) was added with stirring to give a dark red mixture. After 30 minutes, powdered sodium azide (3.09 gm, 47.6 mmol) was added followed by diethyl ether (26 mL). The light red mixture was stirred in the ice-bath for 30 minutes. The reaction was partitioned between EtO... The solvent is FC(C(=O)O)(F)F (trifluoroacetic acid). Yield: 275.9%. Product: N(=[N+]=[N-])C1=C(C(=O)OC)C=C(N=C1C1=CC=C(C=C1)C(=O)N1CCOCC1)Br (methyl 3-azido-6-bromo-2-(4-(morpholine-4-carbonyl)phenyl)isonicotinate). The reactants are [Br-], COc1cc(OC)cc(C(=O)CCCCC#C[Si](C)(C)C)c1, C[Mg+], [Cl-], [NH4+]. Yields the product COc1cc(OC)cc(C(C)(O)CCCCC#C[Si](C)(C)C)c1. As a reaction SMILES: [Br-:23].[CH3:1][O:2][c:3]1[cH:4][c:5]([C:11]([CH2:12][CH2:13][CH2:14][CH2:15][C:16]#[C:17][Si:18]([CH3:19])([CH3:20])[CH3:21])=[O:22])[cH:6][c:7]([O:9][CH3:10])[cH:8]1.[CH3:24][Mg+:25].[Cl-:26].[NH4+:27]>>[CH3:1][O:2][c:3]1[cH:4][c:5]([C:11]([CH2:12][CH2:13][CH2:14][CH2:15][C:16]#[C:17][Si:18]([CH3:19])([CH3:20])[CH3:21])([OH:22])[CH3:24])[cH:6][c:7]([O:9][CH3:10])[cH:8]1. Reactants: N1N=CC(=C1)C1=CC2=C(C=3N=C(SC3CCO2)C(=O)O)C=C1 (8-(1H-Pyrazol-4-yl)-4,5-dihydro-6-oxa-3-thia-1-aza-benzo[e]azulene-2-carboxylic acid), N1CCCCC1 (piperidine). The product is N1(CCCCC1)C(=O)C=1SC=2CCOC3=C(C2N1)C=CC(=C3)C=3C=NNC3 (Piperidin-1-yl-[8-(1H-pyrazol-4-yl)-4,5-dihydro-6-oxa-3-thia-1-aza-benzo[e]azulen-2-yl]-methanone). Reaction SMILES: [NH:1]1[CH:5]=[C:4]([C:6]2[CH:22]=[CH:21][C:9]3[C:10]4[N:11]=[C:12]([C:18](O)=[O:19])[S:13][C:14]=4[CH2:15][CH2:16][O:17][C:8]=3[CH:7]=2)[CH:3]=[N:2]1.[NH:23]1[CH2:28][CH2:27][CH2:26][CH2:25][CH2:24]1>>[N:23]1([C:18]([C:12]2[S:13][C:14]3[CH2:15][CH2:16][O:17][C:8]4[CH:7]=[C:6]([C:4]5[CH:3]=[N:2][NH:1][CH:5]=5)[CH:22]=[CH:21][C:9]=4[C:10]=3[N:11]=2)=[O:19])[CH2:28][CH2:27][CH2:26][CH2:25][CH2:24]1. Reported procedure: Following the procedure for 103, 8-(1H-Pyrazol-4-yl)-4,5-dihydro-6-oxa-3-thia-1-aza-benzo[e]azulene-2-carboxylic acid (50.0 mg, 0.2 mmol) was reacted with piperidine (1.2 equiv) to give 161 (17.9 mg, M+1 381.2) Starting materials: O=S(=O)(Cl)CCCCl, Cl, COC(=O)C(OC)c1ccc(N)cc1, O, c1ccncc1. Product: COC(=O)C(OC)c1ccc(NS(=O)(=O)CCCCl)cc1. As a reaction SMILES: [Cl:15][CH2:16][CH2:17][CH2:18][S:19](=[O:20])(=[O:21])[Cl:22].[ClH:30].[NH2:1][c:2]1[cH:3][cH:4][c:5]([CH:8]([C:9](=[O:10])[O:11][CH3:12])[O:13][CH3:14])[cH:6][cH:7]1.[OH2:29].[cH:23]1[cH:24][cH:25][n:26][cH:27][cH:28]1>>[NH:1]([c:2]1[cH:3][cH:4][c:5]([CH:8]([C:9](=[O:10])[O:11][CH3:12])[O:13][CH3:14])[cH:6][cH:7]1)[S:19]([CH2:18][CH2:17][CH2:16][Cl:15])(=[O:20])=[O:21]. Starting materials: ClC1=C(OC2=C(C=NC=C2)C(=O)N2CCCC3=CC=CC=C23)C=C(C=C1)Cl ([4-(2,5-Dichloro-phenoxy)-pyridin-3-yl]-(3,4-dihydro-2H-quinolin-1-yl)-methanone), C(C)(C)(C)OC(NC1=C(C=C(C(=C1)F)F)N)=O ((2-amino-4,5-difluoro-phenyl)-carbamic acid tert-butyl ester). Run in CCCCCCC.C(C)(=O)OCC (n-heptane ethyl acetate). Product: C(C)(C)(C)OC(NC1=C(C=C(C(=C1)F)F)NC(=O)C=1C=NC=CC1OC1=C(C=CC(=C1)Cl)Cl)=O ((2-{[4-(2,5-Dichloro-phenoxy)-pyridine-3-carbonyl]-amino}-4,5-difluoro-phenyl)-carbamic acid tert-butyl ester). RXN SMILES: [Cl:1][C:2]1[CH:26]=[CH:25][C:24]([Cl:27])=[CH:23][C:3]=1[O:4][C:5]1[CH:10]=[CH:9][N:8]=[CH:7][C:6]=1[C:11](N1C2C(=CC=CC=2)CCC1)=[O:12].[C:28]([O:32][C:33](=[O:44])[NH:34][C:35]1[CH:40]=[C:39]([F:41])[C:38]([F:42])=[CH:37][C:36]=1[NH2:43])([CH3:31])([CH3:30])[CH3:29]>CCCCCCC.C(OCC)(=O)C>[C:28]([O:32][C:33](=[O:44])[NH:34][C:35]1[CH:40]=[C:39]([F:41])[C:38]([F:42])=[CH:37][C:36]=1[NH:43][C:11]([C:6]1[CH:7]=[N:8][CH:9]=[CH:10][C:5]=1[O:4][C:3]1[CH:23]=[C:24]([Cl:27])[CH:25]=[CH:26][C:2]=1[Cl:1])=[O:12])([CH3:31])([CH3:29])[CH3:30] |f:2.3|. Reported procedure: The title compound was prepared in analogy to Example 1, from 4-(2,5-dichloro-phenoxy)-nicotinic acid (Example 1, intermediate) and (2-amino-4,5-difluoro-phenyl)-carbamic acid tert-butyl ester (WO2008000643A1) and using a gradient of n-heptane:ethyl acetate (100:0 to 40:60) for the chromatographic purification. Light yellow solid (73%). MS (ESI): m/z=510.080 [M+H]+.